This data is from the Open Reaction Database (ORD), a public repository of structured organic reaction records. The task is: describe an organic reaction: reactants, conditions, products, and yield The reactants are CNc1nc(Cl)nc2c1ncn2C1OC(CO)C(O)C1O, NN, O. Product: CNc1nc(NN)nc2c1ncn2C1OC(CO)C(O)C1O. As a reaction SMILES: [Cl:1][c:2]1[n:3][c:4]([NH:20][CH3:21])[c:5]2[n:6][cH:7][n:8]([CH:11]3[O:12][CH:13]([CH2:18][OH:19])[CH:14]([OH:17])[CH:15]3[OH:16])[c:9]2[n:10]1.[NH2:23][NH2:24].[OH2:22]>>[c:2]1([NH:23][NH2:24])[n:3][c:4]([NH:20][CH3:21])[c:5]2[n:6][cH:7][n:8]([CH:11]3[O:12][CH:13]([CH2:18][OH:19])[CH:14]([OH:17])[CH:15]3[OH:16])[c:9]2[n:10]1.